describe an organic reaction: reactants, conditions, products, and yield From a dataset of the Open Reaction Database (ORD), a public repository of structured organic reaction records. The reactants are BrC1=NC(=CC(=C1)NC(=S)N)Br (2,6-dibromo-pyridin-4-yl-thiourea), BrBr (bromine). The solvent is C1CCOC1 (THF), C1CCOC1 (THF). Run at temperature 2.5 celsius, time 15 minute. Yields the product BrC1=NC(=CC2=C1SC(=N2)N)Br (4,6-Dibromo-thiazolo[5,4-c]pyridin-2-ylamine). The yield is 20.1%. Reaction SMILES: [Br:1][C:2]1[CH:7]=[C:6]([NH:8][C:9]([NH2:11])=[S:10])[CH:5]=[C:4]([Br:12])[N:3]=1.BrBr>C1COCC1>[Br:1][C:2]1[C:7]2[S:10][C:9]([NH2:11])=[N:8][C:6]=2[CH:5]=[C:4]([Br:12])[N:3]=1. Reported procedure: To a cooled (−60-65° C.) solution of 2,6-dibromo-pyridin-4-yl-thiourea (0.50 g, 1.61 mmol) in THF (100 mL) was added bromine solution (0.20 mL in 45 mL THF, 3.69 mmol) drop wise over a period of 30 min maintaining the temperature to −60-65° C. The reaction mixture was stirred for 15 min at the same temperature and then slowly allowed to come to room temperature. The resulting mixture was heated up to 40° C. for 5 h. After completion of reaction (TLC monitoring), THF was distilled off, basified w... Reported procedure: A stirred mixture of trans-stilbene oxide (6.48 g, 0.033 mol), and glycine ethyl ester (6.15 g, 0.0598 mol) was heated at 120° for 22 hours. The mixture was triturated with ether and filtered to remove some insoluble materials. The filtrate was concentrated to yield 6.83 g (69.1%) of oil which solidified into a waxy solid upon cooling. The compound was purified and characterized as the hydrochloride salt, mp 185°-187° C. (absolute ethanolisopropyl ether) [reported mp 167°, Can. J. Chem. 45, 2865... Starting materials: C=1C=CC(=CC1)[C@@H]2[C@H](O2)C=3C=CC=CC3 (trans-stilbene oxide), C(C)OC(CN)=O (glycine ethyl ester). RXN SMILES: [CH:1]1[CH:2]=[CH:3][C:4]([C@H:7]2[O:9][C@@H:8]2[C:10]2[CH:11]=[CH:12][CH:13]=[CH:14][CH:15]=2)=[CH:5][CH:6]=1.[CH2:16]([O:18][C:19](=[O:22])[CH2:20][NH2:21])[CH3:17]>>[CH2:16]([O:18][C:19](=[O:22])[CH2:20][NH:21][CH:7]([C:4]1[CH:3]=[CH:2][CH:1]=[CH:6][CH:5]=1)[CH:8]([OH:9])[C:10]1[CH:11]=[CH:12][CH:13]=[CH:14][CH:15]=1)[CH3:17]. Product: C(C)OC(CNC(C(C1=CC=CC=C1)O)C1=CC=CC=C1)=O (2-[(2-hydroxy-1,2-diphenylethyl)amino]acetic acid ethyl ester). The yield is 69.1%. Starting materials: solution, C(C)(C)[Mg]Cl (isopropylmagnesium chloride), BrBr (bromine), [N+](=O)([O-])C1=CC=C(C=C1)NS(=O)(=O)C1=CC=C(C=C1)C (N-(4-nitrophenyl)-4-methylbenzenesulphonamide), Cl (HCl). Run in CCOCC (ether), O (Water), C1CCOC1 (THF), C(C)N(CC)CC (triethylamine). Reaction conditions: temperature -30 celsius, time 30 minute. Yields the product BrC1=C(C=C(C(=C1)[N+](=O)[O-])C(C)C)NS(=O)(=O)C1=CC=C(C=C1)C (N-(2-Bromo-5-isopropyl-4-nitrophenyl)-4-methylbenzenesulphonamide). RXN SMILES: [N+:1]([C:4]1[CH:9]=[CH:8][C:7]([NH:10][S:11]([C:14]2[CH:19]=[CH:18][C:17]([CH3:20])=[CH:16][CH:15]=2)(=[O:13])=[O:12])=[CH:6][CH:5]=1)([O-:3])=[O:2].[CH:21]([Mg]Cl)([CH3:23])[CH3:22].[Br:26]Br.Cl>C1COCC1.CCOCC.O.C(N(CC)CC)C>[Br:26][C:8]1[CH:9]=[C:4]([N+:1]([O-:3])=[O:2])[C:5]([CH:21]([CH3:23])[CH3:22])=[CH:6][C:7]=1[NH:10][S:11]([C:14]1[CH:19]=[CH:18][C:17]([CH3:20])=[CH:16][CH:15]=1)(=[O:13])=[O:12]. Procedure: A solution of 23.47 g of N-(4-nitrophenyl)-4-methylbenzenesulphonamide in 230 ml of THF is cooled to -30° C., 100 ml of a 2M solution of isopropylmagnesium chloride in ether is added and the mixture is left stirring for 30 minutes at -30° C. 10.3 ml of bromine are then added at -30° C., the mixture is left stirring for 15 minutes at this temperature and the temperature is then allowed to rise to 20° C. 55 ml of triethylamine are then added and the mixture is left stirring for 1 hour at RT. Water... The reactants are BrC1=C(C=C(C=C1)OC)[N+](=O)[O-] (1-bromo-4-methoxy-2-nitrobenzene), B(Br)(Br)Br (BBr3), B(Br)(Br)Br (BBr3). Run in ClCCl (dichloromethane). Run at time 16 hour. Yields the product BrC1=C(C=C(C=C1)O)[N+](=O)[O-] (4-Bromo-3-nitrophenol). The yield is 68.8%. As a reaction SMILES: [Br:1][C:2]1[CH:7]=[CH:6][C:5]([O:8]C)=[CH:4][C:3]=1[N+:10]([O-:12])=[O:11].B(Br)(Br)Br>ClCCl>[Br:1][C:2]1[CH:7]=[CH:6][C:5]([OH:8])=[CH:4][C:3]=1[N+:10]([O-:12])=[O:11]. Reported procedure: To a stirred solution of 1-bromo-4-methoxy-2-nitrobenzene (2.32 g, 10 mmol) in 75 mL of dichloromethane at 0° C. was added BBr3 solution (1 M in DCM, 12 mL, 12 mmol) dropwise. The solution was allowed to warm to room temperature and stirred for 16 h. GC/MS showed starting material still left so another 12 mL of BBr3 solution was added and the reaction mixture refluxed for 4 h. The reaction mixture was cooled in ice and quenched with water. After washing successively with saturated NaHCO3(aq) and... The reactants are N#CC1CCCN1C(=O)OCc1ccccc1, O=C([O-])[O-], CCO, Cl, NO, [Na+], [Na+], O. The product is N=C(NO)C1CCCN1C(=O)OCc1ccccc1. Reaction SMILES: [C:1](#[N:2])[CH:3]1[N:4]([C:8](=[O:9])[O:10][CH2:11][c:12]2[cH:13][cH:14][cH:15][cH:16][cH:17]2)[CH2:5][CH2:6][CH2:7]1.[C:21](=[O:22])([O-:23])[O-:24].[CH3:27][CH2:28][OH:29].[ClH:18].[NH2:19][OH:20].[Na+:25].[Na+:26].[OH2:30]>>[C:1](=[NH:2])([CH:3]1[N:4]([C:8](=[O:9])[O:10][CH2:11][c:12]2[cH:13][cH:14][cH:15][cH:16][cH:17]2)[CH2:5][CH2:6][CH2:7]1)[NH:19][OH:20].